From a dataset of the Open Reaction Database (ORD), a public repository of structured organic reaction records. describe an organic reaction: reactants, conditions, products, and yield As a reaction SMILES: [Cl:3][c:4]1[c:5]([NH2:6])[cH:7][c:8]([N+:11](=[O:12])[O-:13])[cH:9][cH:10]1.[H-:1].[I:14][CH3:15].[Na+:2].[O:16]1[CH2:17][CH2:18][CH2:19][CH2:20]1>>[Cl:3][c:4]1[c:5]([NH:6][CH3:15])[cH:7][c:8]([N+:11](=[O:12])[O-:13])[cH:9][cH:10]1. Yields the product CNc1cc([N+](=O)[O-])ccc1Cl. Reactants: Nc1cc([N+](=O)[O-])ccc1Cl, [H-], CI, [Na+], C1CCOC1. Reactants: CN(\C=C(\C(C)=O)/C(F)(F)F)C ((Z)-4-(dimethylamino)-3-(trifluoromethyl)but-3-en-2-one), CN(\C=C(\C(C)=O)/C(F)(F)F)C ((Z)-4-(dimethylamino)-3-(trifluoromethyl)but-3-en-2-one), O.NN (Hydrazine hydrate). Run in C(C)O (ethanol). Reaction conditions: temperature 75 celsius, time 8 hour. Yields the product CC1=NNC=C1C(F)(F)F (3-Methyl-4-(trifluoromethyl)-1H-pyrazole). Isolated yield 60.6%. As a reaction SMILES: C[N:2](C)/[CH:3]=[C:4](\[C:8]([F:11])([F:10])[F:9])/[C:5](=O)[CH3:6].O.[NH2:14]N>C(O)C>[CH3:6][C:5]1[C:4]([C:8]([F:11])([F:10])[F:9])=[CH:3][NH:2][N:14]=1 |f:1.2|. Procedure details: Into a 50-mL round-bottom flask, was placed a solution of (Z)-4-(dimethylamino)-3-(trifluoromethyl)but-3-en-2-one (compound 262.1, 2.0 g, 11.0 mmol) in ethanol (30 mL). Hydrazine hydrate (3.7 mL, 77 mmol) was added and the resulting solution was stirred overnight at 75° C., then cooled and concentrated under reduced pressure. The residue was purified by a silica gel chromatography with ethyl acetate/petroleum ether (1:2) as eluent to obtain the title compound as a white solid (1.0 g, 61%). Reaction conditions: temperature -5 celsius. Reaction SMILES: [S:1]1[CH:5]=[CH:4][CH:3]=[C:2]1[CH:6]=O.[CH3:8][N+:9]([O-:11])=[O:10].[OH-].[Na+].Cl>O.CO>[N+:9]([CH:8]=[CH:6][C:2]1[S:1][CH:5]=[CH:4][CH:3]=1)([O-:11])=[O:10] |f:2.3|. Run in CO (MeOH), O (water). The reactants are S1C(=CC=C1)C=O (2-thiophenecarboxaldehyde), C[N+](=O)[O-] (CH3NO2), Cl (HCl), aqueous solution, [OH-].[Na+] (NaOH). Product: [N+](=O)([O-])C=CC=1SC=CC1 (2-(2-nitroethenyl)thiophene). Procedure: To 7.85 g (0.07 mol) of 2-thiophenecarboxaldehyde were added 148 ml of MeOH and 12.82 g (0.210 mol) of CH3NO2 ; and 74 ml of 50% aqueous solution of NaOH was added dropwise to the mixture with stirring at -5° C. After being stirred at 10° C. for 1 hr., the reaction solution was poured into a mixture of 296 ml of 36% HCl and 493 ml of water at 0° C. The crystals separating out were collected by filtration and washed with water, whereby 6.65 g (Yield : 61.2%) of the objective compound, 2-(2-nitroe... The reactants are ClCCl, CC(C)C1CC(O)CCC1N1CCC(NC(=O)OCc2ccccc2)C1=O. The product is CC(C)C1CC(=O)CCC1N1CCC(NC(=O)OCc2ccccc2)C1=O. Reaction SMILES: [Cl:28][CH2:29][Cl:30].[OH:1][CH:2]1[CH2:3][CH:4]([CH:25]([CH3:26])[CH3:27])[CH:5]([N:8]2[C:9](=[O:24])[CH:10]([NH:13][C:14]([O:15][CH2:16][c:17]3[cH:18][cH:19][cH:20][cH:21][cH:22]3)=[O:23])[CH2:11][CH2:12]2)[CH2:6][CH2:7]1>>[O:1]=[C:2]1[CH2:3][CH:4]([CH:25]([CH3:26])[CH3:27])[CH:5]([N:8]2[C:9](=[O:24])[CH:10]([NH:13][C:14]([O:15][CH2:16][c:17]3[cH:18][cH:19][cH:20][cH:21][cH:22]3)=[O:23])[CH2:11][CH2:12]2)[CH2:6][CH2:7]1.